Dataset: the Open Reaction Database (ORD), a public repository of structured organic reaction records. Task: describe an organic reaction: reactants, conditions, products, and yield Starting materials: COC=1C=C2C(=NC=NC2=CC1OC)OC1=CC=C(N)C=C1 (4-[(6,7-Dimethoxy-4-quinazolinyl)oxy]aniline), ClC(Cl)(OC(OC(Cl)(Cl)Cl)=O)Cl (triphosgene), C([O-])(O)=O.[Na+] (sodium bicarbonate), NN1CCCCC1 (1-aminopiperidine). Solvent: C(C)N(CC)CC (triethylamine), C1(=CC=CC=C1)C (toluene), C(Cl)Cl (methylene chloride). Yields the product COC=1C=C2C(=NC=NC2=CC1OC)OC1=CC=C(C=C1)NC(=O)NN1CCCCC1 (N-{4-[(6,7-Dimethoxy-4-quinazolinyl)oxy]phenyl}-N′-(1-piperidinyl)urea). Isolated yield 66.0%. As a reaction SMILES: [CH3:1][O:2][C:3]1[CH:4]=[C:5]2[C:10](=[CH:11][C:12]=1[O:13][CH3:14])[N:9]=[CH:8][N:7]=[C:6]2[O:15][C:16]1[CH:22]=[CH:21][C:19]([NH2:20])=[CH:18][CH:17]=1.ClC(Cl)(O[C:27](=[O:33])OC(Cl)(Cl)Cl)Cl.[NH2:35][N:36]1[CH2:41][CH2:40][CH2:39][CH2:38][CH2:37]1.C(=O)(O)[O-].[Na+]>C(Cl)Cl.C(N(CC)CC)C.C1(C)C=CC=CC=1>[CH3:1][O:2][C:3]1[CH:4]=[C:5]2[C:10](=[CH:11][C:12]=1[O:13][CH3:14])[N:9]=[CH:8][N:7]=[C:6]2[O:15][C:16]1[CH:22]=[CH:21][C:19]([NH:20][C:27]([NH:35][N:36]2[CH2:41][CH2:40][CH2:39][CH2:38][CH2:37]2)=[O:33])=[CH:18][CH:17]=1 |f:3.4|. Procedure details: 4-[(6,7-Dimethoxy-4-quinazolinyl)oxy]aniline (50 mg) was added to toluene (5 ml), and triethylamine (0.5 ml), and the mixture was heated under reflux to prepare a solution. A solution of triphosgene (50 mg) in methylene chloride was then added thereto, and the mixture was heated under reflux for 10 min. Next, 1-aminopiperidine (50 mg) was added thereto, and the mixture was further stirred with heating under reflux for 3 hr. A saturated aqueous sodium bicarbonate solution was added to the reactio... Reactants: N1(N=NN=C1)C1=CC=C(OCC2=NC=C(C=C2)C2CCN(CC2)C(=O)OC(C)(C)C)C=C1 (tert-butyl 4-[2-[4-(tetrazol-1-yl)phenoxymethyl]pyridin-5-yl]piperidine-1-carboxylate), C(CC)C=1C=NC(=NC1)Br (5-propyl-2-bromopyrimidine). The product is C(CC)C=1C=NC(=NC1)N1CCC(CC1)C=1C=CC(=NC1)COC1=CC=C(C=C1)N1N=NN=C1 (5-Propyl-2-[4-[2-[4-(tetrazol-1-yl)phenoxymethyl]pyridin-5-yl]piperidin-1-yl]pyrimidine), Example 48. Yield: 10.0%. As a reaction SMILES: [N:1]1([C:6]2[CH:32]=[CH:31][C:9]([O:10][CH2:11][C:12]3[CH:17]=[CH:16][C:15]([CH:18]4[CH2:23][CH2:22][N:21]([C:24](OC(C)(C)C)=O)[CH2:20][CH2:19]4)=[CH:14][N:13]=3)=[CH:8][CH:7]=2)[CH:5]=[N:4][N:3]=[N:2]1.[CH2:33]([C:36]1[CH:37]=[N:38]C(Br)=[N:40][CH:41]=1)[CH2:34][CH3:35]>>[CH2:33]([C:36]1[CH:37]=[N:38][C:24]([N:21]2[CH2:22][CH2:23][CH:18]([C:15]3[CH:16]=[CH:17][C:12]([CH2:11][O:10][C:9]4[CH:31]=[CH:32][C:6]([N:1]5[CH:5]=[N:4][N:3]=[N:2]5)=[CH:7][CH:8]=4)=[N:13][CH:14]=3)[CH2:19][CH2:20]2)=[N:40][CH:41]=1)[CH2:34][CH3:35]. Procedure: The title compound was prepared from tert-butyl 4-[2-[4-(tetrazol-1-yl)phenoxymethyl]pyridin-5-yl]piperidine-1-carboxylate (Example 17) (56 mg, 0.13 mmol) and 5-propyl-2-bromopyrimidine (36 μL, 0.26 mmol) following a procedure analogous to that in Example 48 as a white crystal (6 mg, yield 10%). Reactants: CC1=C(C=CC=C1C)N1CCN(CC1)CCN (4-(2,3-dimethylphenyl)piperazin-1-ylethylamine), C(C(C)C)C1=CC(=NN1C1=CC=CC=C1)C=O (5-iso-butyl-1-phenylpyrazole-3-carbaldehyde). Product: C(C(C)C)C1=CC(=NN1C1=CC=CC=C1)CNCCN1CCN(CC1)C1=C(C(=CC=C1)C)C (5-iso-butyl-3-{2-[4-(2,3-dimethyl phenyl)piperazin-1-yl]ethyl}aminomethyl-1-phenylpyrazole). The yield is 96.5%. As a reaction SMILES: [CH3:1][C:2]1[C:7]([CH3:8])=[CH:6][CH:5]=[CH:4][C:3]=1[N:9]1[CH2:14][CH2:13][N:12]([CH2:15][CH2:16][NH2:17])[CH2:11][CH2:10]1.[CH2:18]([C:22]1[N:26]([C:27]2[CH:32]=[CH:31][CH:30]=[CH:29][CH:28]=2)[N:25]=[C:24]([CH:33]=O)[CH:23]=1)[CH:19]([CH3:21])[CH3:20]>>[CH2:18]([C:22]1[N:26]([C:27]2[CH:32]=[CH:31][CH:30]=[CH:29][CH:28]=2)[N:25]=[C:24]([CH2:33][NH:17][CH2:16][CH2:15][N:12]2[CH2:11][CH2:10][N:9]([C:3]3[CH:4]=[CH:5][CH:6]=[C:7]([CH3:8])[C:2]=3[CH3:1])[CH2:14][CH2:13]2)[CH:23]=1)[CH:19]([CH3:21])[CH3:20]. Procedure details: Compound 18 was prepared using the same method as that of Example 1 except that 4-(2,3-dimethylphenyl)piperazin-1-ylethylamine and 5-iso-butyl-1-phenylpyrazole-3-carbaldehyde were used. Starting materials: ice water, S(O)(O)(=O)=O (sulfuric acid), [N+](=O)(O)[O-] (nitric acid), ClS(=O)(=O)C=1C=C(C(=O)O)C=CC1Cl (3-chlorosulfonyl-4-chlorobenzoic acid). Reaction conditions: time 20 hour. Yields the product [N+](=O)([O-])C=1C=C(C(=O)O)C=C(C1Cl)S(=O)(=O)Cl (3-Nitro-4-chloro-5-chlorosulfonylbenzoic acid). As a reaction SMILES: S(=O)(=O)(O)O.[N+:6]([O-:9])(O)=[O:7].[Cl:10][S:11]([C:14]1[CH:15]=[C:16]([CH:20]=[CH:21][C:22]=1[Cl:23])[C:17]([OH:19])=[O:18])(=[O:13])=[O:12]>>[N+:6]([C:21]1[CH:20]=[C:16]([CH:15]=[C:14]([S:11]([Cl:10])(=[O:13])=[O:12])[C:22]=1[Cl:23])[C:17]([OH:19])=[O:18])([O-:9])=[O:7]. Procedure details: To a mixture of concentrated sulfuric acid (87 ml.) and concentrated nitric acid (16 ml., density = 1.42) is added 3-chlorosulfonyl-4-chlorobenzoic acid (11.5 g.; 0.045 mole). The reaction mixture is heated at 85°-90° C. with stirring for 20 hours then poured into ice water. The 3-nitro-4-chloro-5-chlorosulfonylbenzoic acid which separates is filtered, washed with water and dried, m.p. = 189°-90° C. (corr.); yield, 6.6 g. (50%). Product: Cc1ccc(S(=O)(=O)OCCC(C)CCCC(C)CCCC(C)CCCC(C)C)cc1. Starting materials: CC(C)CCCC(C)CCCC(C)CCCC(C)CCO, ClCCl, Cc1ccc(S(=O)(=O)Cl)cc1, c1ccncc1. As a reaction SMILES: [CH2:1]([CH2:2][CH:3]([CH3:4])[CH2:5][CH2:6][CH2:7][CH:8]([CH3:9])[CH2:10][CH2:11][CH2:12][CH:13]([CH3:14])[CH2:15][CH2:16][CH2:17][CH:18]([CH3:19])[CH3:20])[OH:21].[CH2:39]([Cl:40])[Cl:41].[c:28]1([CH3:38])[cH:29][cH:30][c:31]([S:34](=[O:35])(=[O:36])[Cl:37])[cH:32][cH:33]1.[cH:22]1[cH:23][cH:24][n:25][cH:26][cH:27]1>>[CH2:1]([CH2:2][CH:3]([CH3:4])[CH2:5][CH2:6][CH2:7][CH:8]([CH3:9])[CH2:10][CH2:11][CH2:12][CH:13]([CH3:14])[CH2:15][CH2:16][CH2:17][CH:18]([CH3:19])[CH3:20])[O:21][S:34]([c:31]1[cH:30][cH:29][c:28]([CH3:38])[cH:33][cH:32]1)(=[O:35])=[O:36]. Solvent: C(C)O (ethanol). Reaction conditions: temperature 90 celsius. Reaction SMILES: [CH3:1][C:2]1(Br)[CH2:4][CH2:3]1.[S:6]([C:10]1[CH:16]=[CH:15][C:13]([CH3:14])=[CH:12][CH:11]=1)([O-:9])(=[O:8])=[S:7].[K+]>C(O)C>[CH:4]1([CH2:3][O:9][S:6]([C:10]2[CH:16]=[CH:15][C:13]([CH3:14])=[CH:12][CH:11]=2)(=[S:7])=[O:8])[CH2:2][CH2:1]1 |f:1.2|. Starting materials: CC1(CC1)Br (methylcyclopropyl bromide), S(=S)(=O)([O-])C1=CC=C(C)C=C1.[K+] (potassium thiotosylate). Procedure: To a solution of methylcyclopropyl bromide (4.00 g, 29.6 mmol) in ethanol (20.0 mL) was added potassium thiotosylate (10.0 g, 44.4 mmol) and the mixture heated to 90° C. for 10 h. The mixture was then quenched into a 1:1 mixture of H2O (50.0 mL) and diethyl ether (50.0 mL). The layers were separated and the organic layer washed with brine (50.0 mL). The organic layer was then dried with MgSO4 and concentrated in vacuo to yield the title compound as a solid (5.2 g, m.p. 46-48° C.). 1H NMR (400 MH... Isolated yield 72.5%. Yields the product C1(CC1)COS(=O)(=S)C1=CC=C(C=C1)C ((Cyclopropylmethyl)-p-toluenethiosulfonate). Starting materials: BrC1CCC2(CC1)OCCO2, C1CCOC1, CC(C)C[Al+]CC(C)C, [H-], I, [Mg]. Yields the product [Br-], [Mg+]C1CCC2(CC1)OCCO2. RXN SMILES: [Br:13][CH:14]1[CH2:15][CH2:16][C:17]2([O:18][CH2:19][CH2:20][O:21]2)[CH2:22][CH2:23]1.[CH2:24]1[O:25][CH2:26][CH2:27][CH2:28]1.[CH2:2]([Al+:3][CH2:4][CH:5]([CH3:6])[CH3:7])[CH:8]([CH3:9])[CH3:10].[H-:1].[I:11].[Mg:12]>>[Br-:13].[Mg+:12][CH:14]1[CH2:15][CH2:16][C:17]2([O:18][CH2:19][CH2:20][O:21]2)[CH2:22][CH2:23]1. The reactants are ClC1=C2N=C(N(C2=NC=N1)CC(C)(C)C)COCP(=O)(OCC)OCC (6-chloro-8-diethylphosphonomethoxymethyl-N9-neopentylpurine), N (ammonia). Solvent: C1CCOC1.CS(=O)C (THF DMSO). The product is C(C)OP(=O)(OCC)COCC=1N(C2=NC=NC(=C2N1)N)CC(C)(C)C (8-diethylphosphonomethoxymethyl-N9-neopentyladenine). Reaction SMILES: Cl[C:2]1[N:10]=[CH:9][N:8]=[C:7]2[C:3]=1[N:4]=[C:5]([CH2:16][O:17][CH2:18][P:19]([O:24][CH2:25][CH3:26])([O:21][CH2:22][CH3:23])=[O:20])[N:6]2[CH2:11][C:12]([CH3:15])([CH3:14])[CH3:13].[NH3:27]>C1COCC1.CS(C)=O>[CH2:22]([O:21][P:19]([CH2:18][O:17][CH2:16][C:5]1[N:6]([CH2:11][C:12]([CH3:15])([CH3:14])[CH3:13])[C:7]2[C:3]([N:4]=1)=[C:2]([NH2:27])[N:10]=[CH:9][N:8]=2)([O:24][CH2:25][CH3:26])=[O:20])[CH3:23] |f:2.3|. Procedure: A solution of 6-chloro-8-diethylphosphonomethoxymethyl-N9-neopentylpurine (1 mmol) in THF-DMSO was treated with liquid ammonia (10 mmol) at 25° C. for 6 h. Extraction and chromatography afforded 8-diethylphosphonomethoxymethyl-N9-neopentyladenine as a white solid. TLC: Rf=0.44, 25% MeOH-EtOAc. Reactants: CC(=O)O, CC(=O)Nc1ccc2c(c1)CCN2NC(C)=O, O=[N+]([O-])O. Yields the product CC(=O)Nc1cc2c(cc1[N+](=O)[O-])N(NC(C)=O)CC2. As a reaction SMILES: [CH3:22][C:23](=[O:24])[OH:25].[NH:1]([C:2](=[O:3])[CH3:4])[N:5]1[CH2:6][CH2:7][c:8]2[cH:9][c:10]([NH:14][C:15](=[O:16])[CH3:17])[cH:11][cH:12][c:13]21.[OH:18][N+:19]([O-:20])=[O:21]>>[NH:1]([C:2](=[O:3])[CH3:4])[N:5]1[CH2:6][CH2:7][c:8]2[cH:9][c:10]([NH:14][C:15](=[O:16])[CH3:17])[c:11]([N+:19](=[O:18])[O-:20])[cH:12][c:13]21.